This data is from the Open Reaction Database (ORD), a public repository of structured organic reaction records. The task is: describe an organic reaction: reactants, conditions, products, and yield Reaction conditions: time 15 minute. Product: IC1=CN=C(S1)C1(CCOCC1)O (4-(5-iodothiazol-2-yl)tetrahydro-2H-pyran-4-ol). Procedure details: To a cold (−78° C.) solution of thiazole (2.0 mL, 28.2 mmol) in tetrahydrofuran (140 mL) was added n-butyllithium (11.4 mL, 28.2 mmol, 2.48 M in hexane) dropwise. After 15 minutes, dihydro-2H-pyran-4(3H)-one (2.59 mL, 28.2 mmol) was added in a single portion. After 30 minutes, n-butyllithium (11.4 mL, 28.2 mmol, 2.48 M in hexane) was added dropwise. The reaction was allowed to stir for an additional 20 minutes, after which a solution of iodine (7.24 g, 28.2 mmol) in tetrahydrofuran (15 mL) was a... The solvent is ClCCl (dichloromethane), O1CCCC1 (tetrahydrofuran), O1CCCC1 (tetrahydrofuran). As a reaction SMILES: [S:1]1[CH:5]=[CH:4][N:3]=[CH:2]1.C([Li])CCC.[O:11]1[CH2:16][CH2:15][C:14](=[O:17])[CH2:13][CH2:12]1.[I:18]I>O1CCCC1.ClCCl>[I:18][C:5]1[S:1][C:2]([C:14]2([OH:17])[CH2:15][CH2:16][O:11][CH2:12][CH2:13]2)=[N:3][CH:4]=1. Reactants: C(CCC)[Li] (n-butyllithium), II (iodine), S1C=NC=C1 (thiazole), C(CCC)[Li] (n-butyllithium), O1CCC(CC1)=O (dihydro-2H-pyran-4(3H)-one).